Dataset: the Open Reaction Database (ORD), a public repository of structured organic reaction records. Task: describe an organic reaction: reactants, conditions, products, and yield The reactants are O=C1NC(=O)c2ccccc21, CN(C)C=O, COc1ccc(C(C#N)(CCCCCI)Sc2ccc(C)cc2)cc1OC, [K]. The product is COc1ccc(C(C#N)(CCCCCN2C(=O)c3ccccc3C2=O)Sc2ccc(C)cc2)cc1OC. As a reaction SMILES: [C:28]1(=[O:38])[c:29]2[c:30]([cH:34][cH:35][cH:36][cH:37]2)[C:31](=[O:33])[NH:32]1.[CH3:40][N:41]([CH3:42])[CH:43]=[O:44].[I:1][CH2:2][CH2:3][CH2:4][CH2:5][CH2:6][C:7]([C:8]#[N:9])([c:10]1[cH:11][c:12]([O:18][CH3:19])[c:13]([O:16][CH3:17])[cH:14][cH:15]1)[S:20][c:21]1[cH:22][cH:23][c:24]([CH3:27])[cH:25][cH:26]1.[K:39]>>[CH2:2]([CH2:3][CH2:4][CH2:5][CH2:6][C:7]([C:8]#[N:9])([c:10]1[cH:11][c:12]([O:18][CH3:19])[c:13]([O:16][CH3:17])[cH:14][cH:15]1)[S:20][c:21]1[cH:22][cH:23][c:24]([CH3:27])[cH:25][cH:26]1)[N:32]1[C:28](=[O:38])[c:29]2[c:30]([cH:34][cH:35][cH:36][cH:37]2)[C:31]1=[O:33]. Reactants: C1(CC1)COC=1C=CC(=NC1)N (5-(cyclopropylmethoxy)pyridin-2-amine), BrCC(=O)C1=CC=C(C=C1)O (2-bromo-1-(4-hydroxyphenyl)ethanone). The solvent is C(C)O (ethanol). Run at temperature 80 celsius, time 4 hour. Yields the product C1(CC1)COC=1C=CC=2N(C1)C=C(N2)C2=CC=C(C=C2)O (4-[6-(cyclopropylmethoxy)imidazo[1,2-a]pyridin-2-yl]phenol). Yield: 100.2%. RXN SMILES: [CH:1]1([CH2:4][O:5][C:6]2[CH:7]=[CH:8][C:9]([NH2:12])=[N:10][CH:11]=2)[CH2:3][CH2:2]1.Br[CH2:14][C:15]([C:17]1[CH:22]=[CH:21][C:20]([OH:23])=[CH:19][CH:18]=1)=O>C(O)C>[CH:1]1([CH2:4][O:5][C:6]2[CH:7]=[CH:8][C:9]3[N:10]([CH:14]=[C:15]([C:17]4[CH:22]=[CH:21][C:20]([OH:23])=[CH:19][CH:18]=4)[N:12]=3)[CH:11]=2)[CH2:2][CH2:3]1. Procedure: A mixture of 5-(cyclopropylmethoxy)pyridin-2-amine (328 mg), 2-bromo-1-(4-hydroxyphenyl)ethanone (430 mg) and ethanol (10 mL) was stirred at 80° C. for 4 hr. The reaction mixture was allowed to cool to room temperature, and the resulting crystals were collected by filtration. The obtained crystals were dissolved in saturated aqueous sodium hydrogen carbonate solution and THF, and the solution was extracted twice with ethyl acetate. The combined organic layer was washed with saturated brine, and ... The reactants are CS(=O)(=O)C=1C=C(C=C(C1OCCC)OCC1=CC=CC=C1)[C@H](CCC(=O)C1=CC(=C(C(=C1)OC)OC)OC)O ((-)-(1S)-1-(3-methylsulfonyl-4-n-propoxy-5-benzyloxyphenyl)-4-(3,4,5-trimethoxyphenyl)butan-1-ol-4-one), [BH4-].[Na+] (NaBH4). Run in C(C)(=O)OCC (ethyl acetate), C1CCOC1 (THF), CO (methanol). Reaction conditions: time 3 hour. Product: CS(=O)(=O)C=1C=C(C=C(C1OCCC)OCC1=CC=CC=C1)[C@H](CCC(O)C1=CC(=C(C(=C1)OC)OC)OC)O ((-)-(1S)-1-(3-Methylsulfonyl-4-n-propoxy-5-benzyloxyphenyl)-4-(3,4,5-trimethoxyphenyl)butan-1,4-diol). RXN SMILES: [CH3:1][S:2]([C:5]1[CH:6]=[C:7]([C@@H:23]([OH:40])[CH2:24][CH2:25][C:26]([C:28]2[CH:33]=[C:32]([O:34][CH3:35])[C:31]([O:36][CH3:37])=[C:30]([O:38][CH3:39])[CH:29]=2)=[O:27])[CH:8]=[C:9]([O:15][CH2:16][C:17]2[CH:22]=[CH:21][CH:20]=[CH:19][CH:18]=2)[C:10]=1[O:11][CH2:12][CH2:13][CH3:14])(=[O:4])=[O:3].[BH4-].[Na+]>C1COCC1.CO.C(OCC)(=O)C>[CH3:1][S:2]([C:5]1[CH:6]=[C:7]([C@@H:23]([OH:40])[CH2:24][CH2:25][CH:26]([C:28]2[CH:33]=[C:32]([O:34][CH3:35])[C:31]([O:36][CH3:37])=[C:30]([O:38][CH3:39])[CH:29]=2)[OH:27])[CH:8]=[C:9]([O:15][CH2:16][C:17]2[CH:22]=[CH:21][CH:20]=[CH:19][CH:18]=2)[C:10]=1[O:11][CH2:12][CH2:13][CH3:14])(=[O:3])=[O:4] |f:1.2|. Procedure: 35 g of (-)-(1S)-1-(3-methylsulfonyl-4-n-propoxy-5-benzyloxyphenyl)-4-(3,4,5-trimethoxyphenyl)butan-1-ol-4-one (STEP E) dissolved in a mixture of 300 mL dry THF and 100 mL of methanol was treated with 3.5 g of NaBH4 at 0° C. and stirred for 3 h. The reaction mixture was then allowed to gradually warm to room temperature and stirring was continued for additional 2 h. After the completion of the reaction, the solvent was evaporated at reduced pressure and the residue obtained as such was redissolv... The reactants are ClC=1C=C(C=O)C=C(C1OS(=O)(=O)C(F)(F)F)OC (3-Chloro-5-methoxy-4-trifluoromethanesulfonyloxy benzaldehyde), teflon, stainless steel, CN(C)C1=CC=CC2=C1C(=CC=C2)N(C)C (proton sponge). Reagents/catalysts: C(C)(=O)[O-].[Pd+2].C(C)(=O)[O-] (palladium(II) acetate), C1(=CC=CC=C1)P([C-]1C=CC=C1)C1=CC=CC=C1.[C-]1(C=CC=C1)P(C1=CC=CC=C1)C1=CC=CC=C1.[Fe+2] (1,1'-bis(diphenylphosphino)ferrocene). Solvent: CC#N (CH3CN). Conditions: temperature 90 celsius. Yields the product EtOAc hexanes, ClC=1C=C(C=O)C=C(C1)OC (3-Chloro-5-methoxybenzaldehyde). The yield is 89.0%. RXN SMILES: [Cl:1][C:2]1[CH:3]=[C:4]([CH:7]=[C:8]([O:18][CH3:19])[C:9]=1OS(C(F)(F)F)(=O)=O)[CH:5]=[O:6].CN(C1C2C(N(C)C)=CC=CC=2C=CC=1)C>C([O-])(=O)C.[Pd+2].C([O-])(=O)C.C1(P(C2C=CC=CC=2)[C-]2C=CC=C2)C=CC=CC=1.[C-]1(P(C2C=CC=CC=2)C2C=CC=CC=2)C=CC=C1.[Fe+2].CC#N>[Cl:1][C:2]1[CH:3]=[C:4]([CH:7]=[C:8]([O:18][CH3:19])[CH:9]=1)[CH:5]=[O:6] |f:2.3.4,5.6.7|. Procedure: Triflate 5 (9 g, 28 mmol), palladium(II) acetate (120 mg, 0.5 mmol), 1,1'-bis(diphenylphosphino)ferrocene (620 mg, 1 mmol) and hplc grade CH3CN (10 ml) were mixed well in a teflon-lined stainless steel bomb. After adding freshly made, pulverized proton sponge formate2 (7.84 g, 30 mmol), the bomb was sealed and heated at 90° C. for 4 h. The cooled reaction was then filtered to remove proton sponge crystals, partitioned between EtOAc and 3N HCl. washed once each with dilute brine and dilute NaHCO3... Starting materials: O=CO, ClCCCSc1ccccn1, [Na+], O, OO, O=S([O-])O. Yields the product O=S(=O)(CCCCl)c1ccccn1. As a reaction SMILES: [CH:20]([OH:21])=[O:22].[Cl:1][CH2:2][CH2:3][CH2:4][S:5][c:6]1[n:7][cH:8][cH:9][cH:10][cH:11]1.[Na+:19].[OH2:14].[OH:12][OH:13].[S:15](=[O:16])([O-:17])[OH:18]>>[Cl:1][CH2:2][CH2:3][CH2:4][S:5]([c:6]1[n:7][cH:8][cH:9][cH:10][cH:11]1)(=[O:14])=[O:16]. The reactants are Cl.COCN (methoxymethylamine hydrochloride), COC=1C=C(COC2=NN(C=C2C(=O)O)C)C=CC1OCC=1N=C(OC1C)C1=CC=CC=C1 (3-{[3-methoxy-4-(5-methyl-2-phenyl-1,3-oxazol-4-ylmethoxy)benzyl]oxy}-1-methyl-1H-pyrazole-4-carboxylic acid), O.ON1N=NC2=C1C=CC=C2 (1-hydroxy-1H-1,2,3-benzotriazole monohydrate), Cl.C(C)N=C=NCCCN(C)C (1-ethyl-3-(3-dimethylaminopropyl)carbodiimide hydrochloride). The solvent is CN(C=O)C (N,N-dimethylformamide), C(C)N(CC)CC (triethylamine), O (water). Run at time 30 minute. Product: CON(C(=O)C=1C(=NN(C1)C)OCC1=CC(=C(C=C1)OCC=1N=C(OC1C)C1=CC=CC=C1)OC)C (N-methoxy-N-methyl-3-{[3-methoxy-4-(5-methyl-2-phenyl-1,3-oxazol-4-ylmethoxy)benzyl]oxy}-1-methyl-1H-pyrazole-4-carboxamide). The yield is 96.0%. Reaction SMILES: Cl.[CH3:2]OCN.[CH3:6][O:7][C:8]1[CH:9]=[C:10]([CH:22]=[CH:23][C:24]=1[O:25][CH2:26][C:27]1[N:28]=[C:29]([C:33]2[CH:38]=[CH:37][CH:36]=[CH:35][CH:34]=2)[O:30][C:31]=1[CH3:32])[CH2:11][O:12][C:13]1[C:17]([C:18]([OH:20])=O)=[CH:16][N:15]([CH3:21])[N:14]=1.O.[OH:40][N:41]1[C:45]2C=CC=CC=2N=N1.Cl.C(N=C=NCCCN(C)C)C>O.CN(C)C=O.C(N(CC)CC)C>[CH3:2][O:40][N:41]([CH3:45])[C:18]([C:17]1[C:13]([O:12][CH2:11][C:10]2[CH:22]=[CH:23][C:24]([O:25][CH2:26][C:27]3[N:28]=[C:29]([C:33]4[CH:34]=[CH:35][CH:36]=[CH:37][CH:38]=4)[O:30][C:31]=3[CH3:32])=[C:8]([O:7][CH3:6])[CH:9]=2)=[N:14][N:15]([CH3:21])[CH:16]=1)=[O:20] |f:0.1,3.4,5.6|. Reported procedure: A mixture of methoxymethylamine hydrochloride (0.85 g), triethylamine (1.3 mL) and N,N-dimethylformamide (20 mL) was stirred at room temperature for 30 min. To the reaction mixture were added 3-{[3-methoxy-4-(5-methyl-2-phenyl-1,3-oxazol-4-ylmethoxy)benzyl]oxy}-1-methyl-1H-pyrazole-4-carboxylic acid (3.45 g), 1-hydroxy-1H-1,2,3-benzotriazole monohydrate (1.22 g) and 1-ethyl-3-(3-dimethylaminopropyl)carbodiimide hydrochloride (1.60 g), and the mixture was stirred overnight at room temperature. Th... The reactants are CCOC(=O)c1nc(C)oc1N, CC#N, O=C=NC(=O)c1c(F)cccc1Cl. Yields the product CCOC(=O)c1nc(C)oc1NC(=O)NC(=O)c1c(F)cccc1Cl. RXN SMILES: [CH3:1][c:2]1[o:3][c:4]([NH2:12])[c:5]([C:7](=[O:8])[O:9][CH2:10][CH3:11])[n:6]1.[CH3:26][C:27]#[N:28].[Cl:13][c:14]1[c:15]([C:16](=[O:17])[N:18]=[C:19]=[O:20])[c:21]([F:25])[cH:22][cH:23][cH:24]1>>[CH3:1][c:2]1[o:3][c:4]([NH:12][C:19]([NH:18][C:16]([c:15]2[c:14]([Cl:13])[cH:24][cH:23][cH:22][c:21]2[F:25])=[O:17])=[O:20])[c:5]([C:7](=[O:8])[O:9][CH2:10][CH3:11])[n:6]1.